Dataset: the Open Reaction Database (ORD), a public repository of structured organic reaction records. Task: describe an organic reaction: reactants, conditions, products, and yield Starting materials: C(CC=1C(C(=O)OC)=CC=CC1)(=O)OC (dimethyl homophthalate), O1C=C(C=C1)C=O (3-furaldehyde). Product: O1C2=C(C=C1)C=C1C=3C(=CC=CC32)C(=O)OC1=O (Naphtho[1,2-b]furan-5,6-dicarboxylic Anhydride). Reaction SMILES: [C:1]([O:14]C)(=[O:13])[CH2:2][C:3]1[C:4](=[CH:9][CH:10]=[CH:11][CH:12]=1)[C:5]([O:7]C)=O.[O:16]1[CH:20]=[CH:19][C:18]([CH:21]=O)=[CH:17]1>>[O:16]1[CH:20]=[CH:19][C:18]2[CH:21]=[C:2]3[C:1](=[O:13])[O:14][C:5](=[O:7])[C:4]4=[CH:9][CH:10]=[CH:11][C:12]([C:17]1=2)=[C:3]34. Reported procedure: As described in example 14, the following compounds were prepared from dimethyl homophthalate and 3-furaldehyde: Reactants: N1(CCCC1)CC1NCCOC1 (3-(pyrrolidin-1-ylmethyl)morpholine), O=C1CC(C2=CC=CC=C12)C(=O)Cl (3-oxoindan-1-carbonyl chloride). Run in C(C)N(CC)CC (triethylamine). Yields the product Cl.O=C1CC(C2=CC=CC=C12)C(=O)N1C(COCC1)CN1CCCC1 (4-(3-oxoindan-1-carbonyl)-3-(pyrrolidin-1-ylmethyl)morpholine hydrochloride). Yield: 21.0%. Reaction SMILES: [N:1]1([CH2:6][CH:7]2[CH2:12][O:11][CH2:10][CH2:9][NH:8]2)[CH2:5][CH2:4][CH2:3][CH2:2]1.[O:13]=[C:14]1[C:22]2[C:17](=[CH:18][CH:19]=[CH:20][CH:21]=2)[CH:16]([C:23]([Cl:25])=[O:24])[CH2:15]1>C(N(CC)CC)C>[ClH:25].[O:13]=[C:14]1[C:22]2[C:17](=[CH:18][CH:19]=[CH:20][CH:21]=2)[CH:16]([C:23]([N:8]2[CH2:9][CH2:10][O:11][CH2:12][CH:7]2[CH2:6][N:1]2[CH2:2][CH2:3][CH2:4][CH2:5]2)=[O:24])[CH2:15]1 |f:3.4|. Procedure details: The procedure described in Example 24 was repeated, but using 0.86 g of 3-(pyrrolidin-1-ylmethyl)morpholine, 1.96 ml of triethylamine and 0.89 g of 3-oxoindan-1-carbonyl chloride, to afford 0.35 g of the title compound, melting at 260°-265° C. (dec.). Reactants: ice, ClC=1C=C(C=C(C1OCCO)Cl)NC(NC1=CC=C(C=C1)NC(C)=O)=S (N-(4-{3-[3,5-dichloro-4-(2-hydroxy-ethoxy)-phenyl]-thioureido}-phenyl)-acetamide), CS(=O)(=O)Cl (methanesulfonyl chloride). Solvent: N1=CC=CC=C1 (pyridine), O1CCCC1 (tetrahydrofuran), C(C)(=O)OCC (ethyl acetate). Run at temperature 0 celsius, time 45 minute. Yields the product C(C)(=O)NC1=CC=C(C=C1)NC(NC1=CC(=C(OCCOS(=O)(=O)C)C(=C1)Cl)Cl)=S (Methanesulfonic acid 2-{4-[3-(4-acetylamino-phenyl)-thioureido]-2,6-dichloro-phenoxy}-ethyl ester). RXN SMILES: [Cl:1][C:2]1[CH:3]=[C:4]([NH:13][C:14](=[S:26])[NH:15][C:16]2[CH:21]=[CH:20][C:19]([NH:22][C:23](=[O:25])[CH3:24])=[CH:18][CH:17]=2)[CH:5]=[C:6]([Cl:12])[C:7]=1[O:8][CH2:9][CH2:10][OH:11].[CH3:27][S:28](Cl)(=[O:30])=[O:29]>N1C=CC=CC=1.O1CCCC1.C(OCC)(=O)C>[C:23]([NH:22][C:19]1[CH:20]=[CH:21][C:16]([NH:15][C:14](=[S:26])[NH:13][C:4]2[CH:3]=[C:2]([Cl:1])[C:7]([O:8][CH2:9][CH2:10][O:11][S:28]([CH3:27])(=[O:30])=[O:29])=[C:6]([Cl:12])[CH:5]=2)=[CH:17][CH:18]=1)(=[O:25])[CH3:24]. Procedure: To an ice cooled solution of N-(4-{3-[3,5-dichloro-4-(2-hydroxy-ethoxy)-phenyl]-thioureido}-phenyl)-acetamide (0.20 g) in pyridine (2 mL) and tetrahydrofuran (0.5 mL) is added methanesulfonyl chloride (0.11 g) and the solution is stirred at 0° C. for 45 minutes. The reaction mixture is then diluted with ethyl acetate, washed successively twice with 2% aqueous hydrochloric acid, once with saturated aqueous sodium chloride, and then dried over anhydrous magnesium sulfate. After removing the solven... Reactants: C(C)(=O)NCCNC(C1=CC=C(C=C1)C(CC(=O)C1=CN(C(C=C1)=O)C)C1=C(C=CC=C1)C)=O (N-(2-acetylamino-ethyl)-4-[3-(1-methyl-6-oxo-1,6-dihydro-pyridin-3-yl)-3-oxo-1-o-tolyl-propyl]-benzamide), Cl.NO (hydroxylamine hydrochloride), C(=O)(O)[O-].[Na+] (NaHCO3). The product is C(C)(=O)NCCNC(C1=CC=C(C=C1)C(C\C(\C1=CN(C(C=C1)=O)C)=N/O)C1=C(C=CC=C1)C)=O ((E)-N-(2-Acetamidoethyl)-4-(3-(hydroxyimino)-3-(1-methyl-6-oxo-1,6-dihydropyridin-3-yl)-1-o-tolylpropyl)benzamide). Reaction SMILES: [C:1]([NH:4][CH2:5][CH2:6][NH:7][C:8](=[O:34])[C:9]1[CH:14]=[CH:13][C:12]([CH:15]([C:27]2[CH:32]=[CH:31][CH:30]=[CH:29][C:28]=2[CH3:33])[CH2:16][C:17]([C:19]2[CH:24]=[CH:23][C:22](=[O:25])[N:21]([CH3:26])[CH:20]=2)=O)=[CH:11][CH:10]=1)(=[O:3])[CH3:2].Cl.[NH2:36][OH:37].C([O-])(O)=O.[Na+]>>[C:1]([NH:4][CH2:5][CH2:6][NH:7][C:8](=[O:34])[C:9]1[CH:14]=[CH:13][C:12]([CH:15]([C:27]2[CH:32]=[CH:31][CH:30]=[CH:29][C:28]=2[CH3:33])[CH2:16]/[C:17](=[N:36]\[OH:37])/[C:19]2[CH:24]=[CH:23][C:22](=[O:25])[N:21]([CH3:26])[CH:20]=2)=[CH:11][CH:10]=1)(=[O:3])[CH3:2] |f:1.2,3.4|. Reported procedure: In analogy to example 151, step 3, N-(2-acetylamino-ethyl)-4-[3-(1-methyl-6-oxo-1,6-dihydro-pyridin-3-yl)-3-oxo-1-o-tolyl-propyl]-benzamide was reacted with hydroxylamine hydrochloride in the presence of NaHCO3 to give the title compound containing less than 10% of the corresponding Z isomer as a colorless solid, MS (ESI+): m/z=475.2 [M+H]+. Reactants: ClC1=CC=C(CC2=CC=C(N2)CC#N)C=C1 (5-(p-chlorobenzyl)-pyrrole-2-acetonitrile), CC(=O)CC (methylethylketone), C([O-])([O-])=O.[K+].[K+] (potassium carbonate), C(C)I (ethyl iodide). Run in O (water). Run at time 8 hour. Product: ClC1=CC=C(C(=O)C2=CC=C(N2CC)CC#N)C=C1 (5-(p-chlorobenzoyl)-1-ethylpyrrole-2-acetonitrile). As a reaction SMILES: [Cl:1][C:2]1[CH:16]=[CH:15][C:5]([CH2:6][C:7]2[NH:11][C:10]([CH2:12][C:13]#[N:14])=[CH:9][CH:8]=2)=[CH:4][CH:3]=1.C(=O)([O-])[O-].[K+].[K+].[CH2:23](I)[CH3:24].CC(CC)=[O:28]>O>[Cl:1][C:2]1[CH:16]=[CH:15][C:5]([C:6]([C:7]2[N:11]([CH2:23][CH3:24])[C:10]([CH2:12][C:13]#[N:14])=[CH:9][CH:8]=2)=[O:28])=[CH:4][CH:3]=1 |f:1.2.3|. Procedure: A mixture of 24.4 g. (0.1 mole) 5-(p-chlorobenzyl)-pyrrole-2-acetonitrile, 41.7 g. (0.3 mole) of potassium carbonate and 16.1 g. (0.1 05 mole) of ethyl iodide in 300 ml. of methylethylketone is refluxed overnight. The reaction mixture is then poured into water and extracted with chloroform. The organic solutions are combined, dried over anhydrous magnesium sulfate, and the solvent evaporated in vacuo. The residue is crystallized from 2-propanol to give about 13 g. of crude solid. The solid is su... The reactants are [Al+3], C1CCOC1, CCOC(C)=O, O=C(Cc1ccccc1)N1CCN(Cc2n[nH]c3cc(F)ccc23)CC1, [H-], [H-], [H-], [H-], [Li+], [Na+], [OH-]. Yields the product Fc1ccc2c(CN3CCN(CCc4ccccc4)CC3)n[nH]c2c1. RXN SMILES: [Al+3:28].[CH2:33]1[O:34][CH2:35][CH2:36][CH2:37]1.[CH3:38][CH2:39][O:40][C:41]([CH3:42])=[O:43].[F:1][c:2]1[cH:3][cH:4][c:5]2[c:6]([CH2:11][N:12]3[CH2:13][CH2:14][N:15]([C:18]([CH2:19][c:20]4[cH:21][cH:22][cH:23][cH:24][cH:25]4)=[O:26])[CH2:16][CH2:17]3)[n:7][nH:8][c:9]2[cH:10]1.[H-:27].[H-:30].[H-:31].[H-:32].[Li+:29].[Na+:45].[OH-:44]>>[F:1][c:2]1[cH:3][cH:4][c:5]2[c:6]([CH2:11][N:12]3[CH2:13][CH2:14][N:15]([CH2:18][CH2:19][c:20]4[cH:21][cH:22][cH:23][cH:24][cH:25]4)[CH2:16][CH2:17]3)[n:7][nH:8][c:9]2[cH:10]1. Starting materials: N[C@H](C)C(=O)[C@H]1[C@@](O[C@@H]([C@H]([C@@H]1O)O)CO)(N(C(CCCCCCCCCCC)=O)CCCCCCCCCCCC)N (N-(2D-alanyl-amino-2-deoxy-β-D-glucopyranosyl)-N-dodecyl-dodecanamide), C(=O)(OCC1=CC=CC=C1)N[C@@H](CC(=O)OCC1=CC=CC=C1)C(=O)O (N-carbobenzoxy-4-O-benzyl-L-aspartic acid), N (ammonia). The solvent is ClCCl.CO (dichloromethane methanol). The product is C(=O)(OCC1=CC=CC=C1)N[C@@H](CC(OCC1=CC=CC=C1)=O)C(=O)N[C@H](C)C(=O)[C@H]1[C@@](O[C@@H]([C@H]([C@@H]1O)O)CO)(N(C(CCCCCCCCCCC)=O)CCCCCCCCCCCC)N (N-[2-(N-Carbobenzoxy-4-O-benzyl-L-aspartyl-D-alanyl)-amino-2-deoxy-β-D-glucopyranosyl]-N-dodecyl-dodecanamide). The yield is 63.0%. As a reaction SMILES: [NH2:1][C@@H:2]([C:4]([C@@H:6]1[C@@H:11]([OH:12])[C@H:10]([OH:13])[C@@H:9]([CH2:14][OH:15])[O:8][C@@:7]1([NH2:42])[N:16]([CH2:30][CH2:31][CH2:32][CH2:33][CH2:34][CH2:35][CH2:36][CH2:37][CH2:38][CH2:39][CH2:40][CH3:41])[C:17](=[O:29])[CH2:18][CH2:19][CH2:20][CH2:21][CH2:22][CH2:23][CH2:24][CH2:25][CH2:26][CH2:27][CH3:28])=[O:5])[CH3:3].[C:43]([NH:53][C@H:54]([C:66](O)=[O:67])[CH2:55][C:56]([O:58][CH2:59][C:60]1[CH:65]=[CH:64][CH:63]=[CH:62][CH:61]=1)=[O:57])([O:45][CH2:46][C:47]1[CH:52]=[CH:51][CH:50]=[CH:49][CH:48]=1)=[O:44].N>ClCCl.CO>[C:43]([NH:53][C@H:54]([C:66]([NH:1][C@@H:2]([C:4]([C@@H:6]1[C@@H:11]([OH:12])[C@H:10]([OH:13])[C@@H:9]([CH2:14][OH:15])[O:8][C@@:7]1([NH2:42])[N:16]([CH2:30][CH2:31][CH2:32][CH2:33][CH2:34][CH2:35][CH2:36][CH2:37][CH2:38][CH2:39][CH2:40][CH3:41])[C:17](=[O:29])[CH2:18][CH2:19][CH2:20][CH2:21][CH2:22][CH2:23][CH2:24][CH2:25][CH2:26][CH2:27][CH3:28])=[O:5])[CH3:3])=[O:67])[CH2:55][C:56](=[O:57])[O:58][CH2:59][C:60]1[CH:65]=[CH:64][CH:63]=[CH:62][CH:61]=1)([O:45][CH2:46][C:47]1[CH:48]=[CH:49][CH:50]=[CH:51][CH:52]=1)=[O:44] |f:3.4|. Procedure details: from N-(2D-alanyl-amino-2-deoxy-β-D-glucopyranosyl)-N-dodecyl-dodecanamide and N-carbobenzoxy-4-O-benzyl-L-aspartic acid. Yield 63%. Rf 0.57 (dichloromethane/methanol/conc. ammonia 15:1:0.1).